Dataset: the Open Reaction Database (ORD), a public repository of structured organic reaction records. Task: describe an organic reaction: reactants, conditions, products, and yield Starting materials: Cl (hydrogen chloride), IC1=C(C=C(C=C1)OC)CCN(C)C (2-iodo-5-methoxy-N,N-dimethylbenzeneethanamine), solution, C#CCCCC (1-hexyne), [Li]CCCC (n-BuLi). Reagents/catalysts: [Pd].C1(=CC=CC=C1)P(C1=CC=CC=C1)C1=CC=CC=C1.C1(=CC=CC=C1)P(C1=CC=CC=C1)C1=CC=CC=C1.C1(=CC=CC=C1)P(C1=CC=CC=C1)C1=CC=CC=C1.C1(=CC=CC=C1)P(C1=CC=CC=C1)C1=CC=CC=C1 (tetrakis(triphenylphosphine) palladium), [Cl-].[Zn+2].[Cl-] (zinc chloride). The solvent is O (Water), O1CCCC1 (tetrahydrofuran), O1CCCC1 (tetrahydrofuran). Run at temperature 0 celsius, time 20 minute. Yields the product Cl.C(#CCCCC)C1=C(C=C(C=C1)OC)CCN(C)C (2-(1-hexynyl)-5-methoxy-N,N-dimethylbenzeneethanamine hydrochloride). Isolated yield 27.0%. RXN SMILES: [CH:1]#[C:2][CH2:3][CH2:4][CH2:5][CH3:6].[Li]CCCC.I[C:13]1[CH:18]=[CH:17][C:16]([O:19][CH3:20])=[CH:15][C:14]=1[CH2:21][CH2:22][N:23]([CH3:25])[CH3:24].[ClH:26]>O1CCCC1.[Cl-].[Zn+2].[Cl-].[Pd].C1(P(C2C=CC=CC=2)C2C=CC=CC=2)C=CC=CC=1.C1(P(C2C=CC=CC=2)C2C=CC=CC=2)C=CC=CC=1.C1(P(C2C=CC=CC=2)C2C=CC=CC=2)C=CC=CC=1.C1(P(C2C=CC=CC=2)C2C=CC=CC=2)C=CC=CC=1.O>[ClH:26].[C:1]([C:13]1[CH:18]=[CH:17][C:16]([O:19][CH3:20])=[CH:15][C:14]=1[CH2:21][CH2:22][N:23]([CH3:25])[CH3:24])#[C:2][CH2:3][CH2:4][CH2:5][CH3:6] |f:5.6.7,8.9.10.11.12,14.15|. Procedure details: A solution of 2.7 ml (0.027 mole) 1-hexyne in 10 ml dry (4 A sieves) tetrahydrofuran was cooled to 0° C. in an ice bath. Argon was passed over the solution 10.4 ml (0.027 mole) 2.69 M n-BuLi was added slowly via syringe through a serum cap. The resulting solution was stirred 20 minutes under argon. During this time, a second flask containing 3.2 g (0.027 mole) anhydrous zinc chloride was attached to the first flask via cannula. After the 20 minutes the contents of the first flask was transferred... Reactants: C(C1=CC=CC=C1)OC=1C(C(=CN2C1C(N(CC2)CC2=CC(=C(C=C2)Cl)Cl)=O)C=2SC=CN2)=O (9-Benzyloxy-2-(3,4-dichlorobenzyl)-7-(thiazol-2-yl)-3,4-dihydro-2H-pyrido[1,2-a]pyrazine-1,8-dione). Solvent: FC(C(=O)O)(F)F (trifluoroacetic acid). The product is ClC=1C=C(CN2C(C=3N(CC2)C=C(C(C3O)=O)C=3SC=CN3)=O)C=CC1Cl (2-(3,4-dichlorobenzyl)-9-hydroxy-7-(thiazol-2-yl)-3,4-dihydro-2H-pyrido[1,2-a]pyrazine-1,8-dione). The yield is 69.2%. RXN SMILES: C([O:8][C:9]1[C:10](=[O:34])[C:11]([C:29]2[S:30][CH:31]=[CH:32][N:33]=2)=[CH:12][N:13]2[CH2:18][CH2:17][N:16]([CH2:19][C:20]3[CH:25]=[CH:24][C:23]([Cl:26])=[C:22]([Cl:27])[CH:21]=3)[C:15](=[O:28])[C:14]=12)C1C=CC=CC=1>FC(F)(F)C(O)=O>[Cl:27][C:22]1[CH:21]=[C:20]([CH:25]=[CH:24][C:23]=1[Cl:26])[CH2:19][N:16]1[CH2:17][CH2:18][N:13]2[CH:12]=[C:11]([C:29]3[S:30][CH:31]=[CH:32][N:33]=3)[C:10](=[O:34])[C:9]([OH:8])=[C:14]2[C:15]1=[O:28]. Procedure: 9-Benzyloxy-2-(3,4-dichlorobenzyl)-7-(thiazol-2-yl)-3,4-dihydro-2H-pyrido[1,2-a]pyrazine-1,8-dione (93 mg) was dissolved in trifluoroacetic acid (2 ml). After leaving at room temperature for 1.5 hr, the mixture was concentrated. Toluene was added to the residue and the mixture was concentrated again, which operations were performed twice. Ethyl acetate was added and the solid was collected by filtration to give 2-(3,4-dichlorobenzyl)-9-hydroxy-7-(thiazol-2-yl)-3,4-dihydro-2H-pyrido[1,2-a]pyrazin...